Dataset: the Open Reaction Database (ORD), a public repository of structured organic reaction records. Task: describe an organic reaction: reactants, conditions, products, and yield The reactants are CCCCCc1ccc(Br)cc1, CCCCCC, [Li]CCCC, c1ccccc1. Yields the product [Li]c1ccc(CCCCC)cc1. RXN SMILES: [CH2:1]([CH2:2][CH2:3][CH2:4][CH3:5])[c:6]1[cH:7][cH:8][c:9]([Br:12])[cH:10][cH:11]1.[CH3:13][CH2:14][CH2:15][CH2:16][CH2:17][CH3:18].[Li:19][CH2:20][CH2:21][CH2:22][CH3:23].[cH:24]1[cH:25][cH:26][cH:27][cH:28][cH:29]1>>[CH2:1]([CH2:2][CH2:3][CH2:4][CH3:5])[c:6]1[cH:7][cH:8][c:9]([Li:19])[cH:10][cH:11]1. Starting materials: ClC1=NC=NC2=CC(=C(C=C12)OC)OC.COC=1C=C2C(=NC=NC2=CC1OC)OC1=CC=C(C=C1)N (4-(6,7-Dimethoxy-quinazolin-4-yloxy)-phenylamine 4-Chloro-6,7-dimethoxy-quinazoline), [OH-].[Na+] (sodium hydroxide), NC1=CC=C(C=C1)O (4-aminophenol), CC(CC)=O (2-butanone). The reagents and catalysts are CCCC[N+](CCCC)(CCCC)CCCC.[Br-] (tetra-N-butylammonium bromide). The solvent is C(Cl)Cl (DCM). Run at temperature 80 celsius. Yields the product COC=1C=C2C(=NC=NC2=CC1OC)OC1=CC=C(C=C1)N (4-(6,7-dimethoxyquinazolin-4-yloxy)-phenylamine). Yield: 78.8%. Reaction SMILES: ClC1C2C(=CC(OC)=C(OC)C=2)N=CN=1.[CH3:16][O:17][C:18]1[CH:19]=[C:20]2[C:25](=[CH:26][C:27]=1[O:28][CH3:29])[N:24]=[CH:23][N:22]=[C:21]2[O:30][C:31]1[CH:36]=[CH:35][C:34]([NH2:37])=[CH:33][CH:32]=1.NC1C=CC(O)=CC=1.CC(=O)CC.[OH-].[Na+]>CCCC[N+](CCCC)(CCCC)CCCC.[Br-].C(Cl)Cl>[CH3:16][O:17][C:18]1[CH:19]=[C:20]2[C:25](=[CH:26][C:27]=1[O:28][CH3:29])[N:24]=[CH:23][N:22]=[C:21]2[O:30][C:31]1[CH:36]=[CH:35][C:34]([NH2:37])=[CH:33][CH:32]=1 |f:0.1,4.5,6.7|. Procedure: 4-(6,7-Dimethoxy-quinazolin-4-yloxy)-phenylamine 4-Chloro-6,7-dimethoxy-quinazoline (0.500 g, 2.22 mmol), 4-aminophenol (0.291 g, 2.67 mmol), 2-butanone (4.01 mL, 44.5 mmol), 2N sodium hydroxide solution (1.00 mL, 0.213 mmol), and tetra-N-butylammonium bromide (0.308 g, 0.957 mmol) were combined and heated to reflux (80° C.) for 15 min. The reaction was cooled to rt. DCM was added and washed with calcium carbonate solution and brine, then dried over sodium sulfate and concentrated to yield a cru... The reactants are COC(C1=CN=C(C(=C1)C=C(C)C)OC)=O (6-methoxy-5-(2-methyl-propenyl)-nicotinic acid methyl ester), Pt(IV) oxide. The solvent is C(C)O (ethanol), C(C)O (ethanol). Reaction conditions: time 18 hour. Yields the product COC(C1=CN=C(C(=C1)CC(C)C)OC)=O (5-isobutyl-6-methoxy-nicotinic acid methyl ester). The yield is 85.6%. As a reaction SMILES: [CH3:1][O:2][C:3](=[O:16])[C:4]1[CH:9]=[C:8]([CH:10]=[C:11]([CH3:13])[CH3:12])[C:7]([O:14][CH3:15])=[N:6][CH:5]=1>C(O)C>[CH3:1][O:2][C:3](=[O:16])[C:4]1[CH:9]=[C:8]([CH2:10][CH:11]([CH3:13])[CH3:12])[C:7]([O:14][CH3:15])=[N:6][CH:5]=1. Procedure details: A solution of 6-methoxy-5-(2-methyl-propenyl)-nicotinic acid methyl ester (300 mg, 1.36 mmol) in ethanol (5 mL) is added to a suspension of Pt(IV) oxide (40 mg) in ethanol (5 mL). The mixture is stirred under 1 atm of H2 at rt for 18 h. The catalyst is filtered off and the filtrate is concentrated. The crude product is purified on prep. TLC plates with heptane:EA 7:3 to give 5-isobutyl-6-methoxy-nicotinic acid methyl ester (260 mg) as a colourless oil; LC-MS: tR=1.08 min; [M+1]+=224.49. Starting materials: BrC1=CC=C(C=C1)C(C(F)(F)F)(CC=1N(C=C(N1)CC(C)(C)C)C(C1=CC=CC=C1)(C1=CC=CC=C1)C1=CC=CC=C1)O (2-(4-bromophenyl)-3-[4-(2,2-dimethylpropyl)-1-trityl-1H-imidazol-2-yl]-1,1,1-trifluoropropan-2-ol), N1N=NC=C1 (1,2,3-triazole), C([O-])([O-])=O.[K+].[K+] (potassium carbonate). Reagents/catalysts: [Cu]I (copper (I) iodide). The solvent is CN1C(CCC1)=O (N-methylpyrrolidinone), O (water). Product: CC(CC=1N=C(N(C1)C(C1=CC=CC=C1)(C1=CC=CC=C1)C1=CC=CC=C1)CC(C(F)(F)F)(O)C1=CC=C(C=C1)N1N=CC=N1)(C)C (3-[4-(2,2-dimethylpropyl)-1-trityl-1H-imidazol-2-yl]-1,1,1-trifluoro-2-[4-(2H-1,2,3-triazol-2-yl)phenyl]propan-2-ol). RXN SMILES: Br[C:2]1[CH:7]=[CH:6][C:5]([C:8]([OH:43])([CH2:13][C:14]2[N:15]([C:24]([C:37]3[CH:42]=[CH:41][CH:40]=[CH:39][CH:38]=3)([C:31]3[CH:36]=[CH:35][CH:34]=[CH:33][CH:32]=3)[C:25]3[CH:30]=[CH:29][CH:28]=[CH:27][CH:26]=3)[CH:16]=[C:17]([CH2:19][C:20]([CH3:23])([CH3:22])[CH3:21])[N:18]=2)[C:9]([F:12])([F:11])[F:10])=[CH:4][CH:3]=1.[NH:44]1[CH:48]=[CH:47][N:46]=[N:45]1.C(=O)([O-])[O-].[K+].[K+]>CN1CCCC1=O.O.[Cu]I>[CH3:21][C:20]([CH3:23])([CH3:22])[CH2:19][C:17]1[N:18]=[C:14]([CH2:13][C:8]([C:5]2[CH:6]=[CH:7][C:2]([N:45]3[N:46]=[CH:47][CH:48]=[N:44]3)=[CH:3][CH:4]=2)([OH:43])[C:9]([F:12])([F:11])[F:10])[N:15]([C:24]([C:37]2[CH:42]=[CH:41][CH:40]=[CH:39][CH:38]=2)([C:31]2[CH:36]=[CH:35][CH:34]=[CH:33][CH:32]=2)[C:25]2[CH:30]=[CH:29][CH:28]=[CH:27][CH:26]=2)[CH:16]=1 |f:2.3.4|. Procedure: A mixture of copper (I) iodide (1 mg, 0.01 mmol), 2-(4-bromophenyl)-3-[4-(2,2-dimethylpropyl)-1-trityl-1H-imidazol-2-yl]-1,1,1-trifluoropropan-2-ol (50 mg, 0.08 mmol), 1,2,3-triazole (11 mg, 0.15 mmol) and potassium carbonate (21 mg, 0.15 mmol) in N-methylpyrrolidinone (1 mL) were irradiated in a microwave reactor at 195° C. for 1 h. The reaction mixture was diluted with water and extracted with ethyl acetate. The combined organic phases were dried (magnesium sulfate), filtered and concentrated ... The reactants are IC=1C=CC=2N(C3=CC=C(C=C3C2C1)I)C1=CC=CC=C1 (3,6-diiodo-9-phenylcarbazole), C1(=CC=CC=C1)N(C1=CC=C(C=C1)NC1=CC=CC=C1)C1=CC=CC=C1 (N-(4-diphenylaminophenyl)-N-phenylamine), CC(C)([O-])C.[Na+] (sodium tert-butoxide). Reagents/catalysts: [Pd].C(C1=CC=CC=C1)=CC(=O)C=CC1=CC=CC=C1.C(C1=CC=CC=C1)=CC(=O)C=CC1=CC=CC=C1 (bis(dibenzylidene acetone) palladium). Solvent: C1(=CC=CC=C1)C (toluene), C1(=CC=CC=C1)C (toluene). Conditions: temperature 80 celsius. Product: C1(=CC=CC=C1)N(C1=CC=C(C=C1)N(C1=CC=CC=C1)C=1C=CC=2N(C3=CC=C(C=C3C2C1)N(C1=CC=C(C=C1)N(C1=CC=CC=C1)C1=CC=CC=C1)C1=CC=CC=C1)C1=CC=CC=C1)C1=CC=CC=C1 (3,6-bis[N-(4-diphenylaminophenyl)-N-phenylamino]-9-phenylcarbazole). The yield is 64.8%. Reaction SMILES: I[C:2]1[CH:3]=[CH:4][C:5]2[N:6]([C:16]3[CH:21]=[CH:20][CH:19]=[CH:18][CH:17]=3)[C:7]3[C:12]([C:13]=2[CH:14]=1)=[CH:11][C:10](I)=[CH:9][CH:8]=3.[C:22]1([N:28]([C:42]2[CH:47]=[CH:46][CH:45]=[CH:44][CH:43]=2)[C:29]2[CH:34]=[CH:33][C:32]([NH:35][C:36]3[CH:41]=[CH:40][CH:39]=[CH:38][CH:37]=3)=[CH:31][CH:30]=2)[CH:27]=[CH:26][CH:25]=[CH:24][CH:23]=1.C[C:49]([CH3:52])([O-])[CH3:50].[Na+]>[Pd].C(=CC(C=CC1C=CC=CC=1)=O)C1C=CC=CC=1.C(=CC(C=CC1C=CC=CC=1)=O)C1C=CC=CC=1.C1(C)C=CC=CC=1>[C:22]1([N:28]([C:42]2[CH:47]=[CH:46][CH:45]=[CH:44][CH:43]=2)[C:29]2[CH:34]=[CH:33][C:32]([N:35]([C:2]3[CH:3]=[CH:4][C:5]4[N:6]([C:16]5[CH:21]=[CH:20][CH:19]=[CH:18][CH:17]=5)[C:7]5[C:12]([C:13]=4[CH:14]=3)=[CH:11][C:10]([N:35]([C:50]3[CH:49]=[CH:52][CH:41]=[CH:36][CH:37]=3)[C:32]3[CH:33]=[CH:34][C:29]([N:28]([C:42]4[CH:43]=[CH:44][CH:45]=[CH:46][CH:47]=4)[C:22]4[CH:27]=[CH:26][CH:25]=[CH:24][CH:23]=4)=[CH:30][CH:31]=3)=[CH:9][CH:8]=5)[C:36]3[CH:41]=[CH:40][CH:39]=[CH:38][CH:37]=3)=[CH:31][CH:30]=2)[CH:27]=[CH:26][CH:25]=[CH:24][CH:23]=1 |f:2.3,4.5.6|. Procedure details: Specifically, 5.44 g (11 mmol) of 3,6-diiodo-9-phenylcarbazole, 9 g (27 mmol) of N-(4-diphenylaminophenyl)-N-phenylamine, 500 mg (0.87 mmol) of bis(dibenzylidene acetone) palladium and 3.35 mg (35 mmol) of sodium tert-butoxide were mixed in a three-neck flask. Nitrogen was substituted for air inside of the three-neck flask. Subsequently, 100 ml of dehydrated toluene was added to the mixture in the three-neck flask. The mixture added with the dehydrated toluene was degassed for about 3 minutes. T...